The task is: describe an organic reaction: reactants, conditions, products, and yield. This data is from the Open Reaction Database (ORD), a public repository of structured organic reaction records. Starting materials: CCOC(=O)NC(C)C(=O)c1cc(C#N)c2c(c1)CCN2CCCO[Si](C)(C)C(C)(C)C, CC[SiH](CC)CC, Cc1ccccc1, O=C(O)C(F)(F)F. Reaction SMILES: [CH2:1]([CH3:2])[O:3][C:4]([NH:5][CH:6]([C:7](=[O:8])[c:9]1[cH:10][c:11]2[c:15]([c:16]([C:18]#[N:19])[cH:17]1)[N:14]([CH2:20][CH2:21][CH2:22][O:23][Si:24]([CH3:25])([CH3:26])[C:27]([CH3:28])([CH3:29])[CH3:30])[CH2:13][CH2:12]2)[CH3:31])=[O:32].[CH2:33]([SiH:34]([CH2:35][CH3:36])[CH2:37][CH3:38])[CH3:39].[CH3:47][c:48]1[cH:49][cH:50][cH:51][cH:52][cH:53]1.[OH:40][C:41]([C:42]([F:43])([F:44])[F:45])=[O:46]>>[CH2:1]([CH3:2])[O:3][C:4]([NH:5][CH:6]([CH2:7][c:9]1[cH:10][c:11]2[c:15]([c:16]([C:18]#[N:19])[cH:17]1)[N:14]([CH2:20][CH2:21][CH2:22][O:23][Si:24]([CH3:25])([CH3:26])[C:27]([CH3:28])([CH3:29])[CH3:30])[CH2:13][CH2:12]2)[CH3:31])=[O:32]. The product is CCOC(=O)NC(C)Cc1cc(C#N)c2c(c1)CCN2CCCO[Si](C)(C)C(C)(C)C. Reactants: C1(CCCCC1)C=O (cyclohexane carboxaldehyde), C(C)O (ethanol), S(=O)(=O)([O-])S(=O)[O-].[Na+].[Na+] (sodium metabisulphite). Solvent: O (water). Product: S(=O)(=O)(O)S(=O)O.C1(CCCCC1)C=O (Cyclohexane Carboxaldehyde Metabisulphite). The yield is 116.2%. As a reaction SMILES: [CH:1]1([CH:7]=[O:8])[CH2:6][CH2:5][CH2:4][CH2:3][CH2:2]1.C(O)C.[S:12]([S:16]([O-:18])=[O:17])([O-:15])(=[O:14])=[O:13].[Na+].[Na+]>O>[S:12]([S:16]([OH:18])=[O:17])([OH:15])(=[O:14])=[O:13].[CH:1]1([CH:7]=[O:8])[CH2:6][CH2:5][CH2:4][CH2:3][CH2:2]1 |f:2.3.4,6.7|. Procedure details: 100 gms of cyclohexane carboxaldehyde was dissolved in 400 ml of industrial spirit (denatured ethanol) and a solution of sodium metabisulphite (95 gms) in water (150 ml) was added under stirring. The resulting precipitate was filtered and washed with industrial spirit and dried under vacuum at a temperature of about 50-60° C. to obtain 150 gms of the titled complex having 99.5% purity. The reactants are [H-].[Li+] (LiH), ClCCCI (1-chloro-3-iodo-propane), ClC1=CC=C2C(=C1)NC(C21C(NC(CC1C1=CC(=CC=C1)Cl)=O)C1=C(C(=CC=C1OC(C)C)F)F)=O.COC(C)[Si](C)(C)C (racemic (2′R,3R,4′S)-6-chloro-4′-(3-chlorophenyl)-2′-(2,3-difluoro-6-isopropoxy-phenyl)-2,3-dihydro-2,6′-dioxospiro[indole-3,3′-piperidine] 1-methoxyethyl trimethylsilane). The solvent is CN(C=O)C (N,N-dimethyl-formamide). Product: ClC1=CC=C2C(=C1)NC(C21C(N(C(CC1C1=CC(=CC=C1)Cl)=O)CCCCl)C1=C(C(=CC=C1OC(C)C)F)F)=O.COC(C)[Si](C)(C)C (racemic (2′R,3R,4′S)-6-chloro-4′-(3-chloro-phenyl)-1′-(3-chloro-propyl)-2′-(2,3-difluoro-6-isopropoxy-phenyl)-2,3-dihydro-2,6′-dioxospiro[indole-3,3′-piperidine] 1-methoxyethyl trimethylsilane). RXN SMILES: [Cl:1][C:2]1[CH:7]=[C:6]2[NH:8][C:9](=[O:36])[C:10]3([CH:15]([C:16]4[CH:21]=[CH:20][CH:19]=[C:18]([Cl:22])[CH:17]=4)[CH2:14][C:13](=[O:23])[NH:12][CH:11]3[C:24]3[C:29]([O:30][CH:31]([CH3:33])[CH3:32])=[CH:28][CH:27]=[C:26]([F:34])[C:25]=3[F:35])[C:5]2=[CH:4][CH:3]=1.[CH3:37][O:38][CH:39]([Si:41]([CH3:44])([CH3:43])[CH3:42])[CH3:40].[H-].[Li+].[Cl:47][CH2:48][CH2:49][CH2:50]I>CN(C)C=O>[Cl:1][C:2]1[CH:7]=[C:6]2[NH:8][C:9](=[O:36])[C:10]3([CH:15]([C:16]4[CH:21]=[CH:20][CH:19]=[C:18]([Cl:22])[CH:17]=4)[CH2:14][C:13](=[O:23])[N:12]([CH2:50][CH2:49][CH2:48][Cl:47])[CH:11]3[C:24]3[C:29]([O:30][CH:31]([CH3:33])[CH3:32])=[CH:28][CH:27]=[C:26]([F:34])[C:25]=3[F:35])[C:5]2=[CH:4][CH:3]=1.[CH3:37][O:38][CH:39]([Si:41]([CH3:44])([CH3:43])[CH3:42])[CH3:40] |f:0.1,2.3,6.7|. Procedure details: In a manner similar to the method described in example 24c, racemic (2′S,3R,4′S)-6-chloro-4′-(3-chlorophenyl)-2′-(2,3-difluoro-6-isopropoxy-phenyl)-2,3-dihydro-2,6′-dioxospiro[indole-3,3′-piperidine]-1-methoxyethyl trimethylsilane (1.8 g, 2.72 mmol) prepared in example 73a was reacted with LiH (1.0 g, 125 mmol) and 1-chloro-3-iodo-propane (5.0 g, 24.5 mmol) in N,N-dimethyl-formamide (40 mL) to give racemic (2′R,3R,4′S)-6-chloro-4′-(3-chloro-phenyl)-1′-(3-chloro-propyl)-2′-(2,3-difluoro-6-isoprop... The reactants are BrC(C(=O)C1=CC(=CC(=C1)C)C)C (2-bromo-3'-,5'-dimethylpropiophenone), C(C)#N (acetonitrile), C(C1=CC=CC=C1)C1CCNCC1 (4-benzylpiperidine). The solvent is C(C)OCC (diethyl ether). Reaction conditions: temperature 0 celsius, time 3 hour. Yields the product C(C1=CC=CC=C1)C1CCN(CC1)C(C(=O)C1=CC(=CC(=C1)C)C)C (2-(4-Benzylpiperidino)-3',5'-dimethylpropiophenone). As a reaction SMILES: Br[CH:2]([CH3:13])[C:3]([C:5]1[CH:10]=[C:9]([CH3:11])[CH:8]=[C:7]([CH3:12])[CH:6]=1)=[O:4].C(#N)C.[CH2:17]([CH:24]1[CH2:29][CH2:28][NH:27][CH2:26][CH2:25]1)[C:18]1[CH:23]=[CH:22][CH:21]=[CH:20][CH:19]=1>C(OCC)C>[CH2:17]([CH:24]1[CH2:29][CH2:28][N:27]([CH:2]([CH3:13])[C:3]([C:5]2[CH:10]=[C:9]([CH3:11])[CH:8]=[C:7]([CH3:12])[CH:6]=2)=[O:4])[CH2:26][CH2:25]1)[C:18]1[CH:23]=[CH:22][CH:21]=[CH:20][CH:19]=1. Reported procedure: 21 g of 2-bromo-3'-,5'-dimethylpropiophenone are introduced into 50 ml of acetonitrile, the mixture is cooled to 0° C., 30.5 g of 4-benzylpiperidine are added and the mixture is stirred for 3 hours. It is diluted with 30 ml of diethyl ether, the precipitated hydrobromide is filtered off and 150 ml of diethyl ether are added to the filtrate, which produces a second crop of precipitate. This is filtered off and the filtrate is treated twice with 200 ml of 3N hydrochloric acid. The diethyl ether ph...